describe an organic reaction: reactants, conditions, products, and yield From a dataset of the Open Reaction Database (ORD), a public repository of structured organic reaction records. The reactants are CI, CC#N, CC(C)=O, Cc1ccc(O)c(C(CCN2CCCCC2)c2ccccc2)c1. Product: Cc1ccc(O)c(C(CC[N+]2(C)CCCCC2)c2ccccc2)c1, [I-]. Reaction SMILES: [CH3:1][I:2].[CH3:26][C:27]#[N:28].[CH3:29][C:30](=[O:31])[CH3:32].[CH3:3][c:4]1[cH:5][c:6]([CH:11]([CH2:12][CH2:13][N:14]2[CH2:15][CH2:16][CH2:17][CH2:18][CH2:19]2)[c:20]2[cH:21][cH:22][cH:23][cH:24][cH:25]2)[c:7]([OH:10])[cH:8][cH:9]1>>[CH3:1][N+:14]1([CH2:13][CH2:12][CH:11]([c:6]2[cH:5][c:4]([CH3:3])[cH:9][cH:8][c:7]2[OH:10])[c:20]2[cH:21][cH:22][cH:23][cH:24][cH:25]2)[CH2:15][CH2:16][CH2:17][CH2:18][CH2:19]1.[I-:2]. Starting materials: one, O=C1OCCC1C(C(CCC(C)(C)C)(F)F)=O (2,3,4,5-tetrahydro-2-oxo-3-(5,5-di-methyl-2,2-difluoro-1-oxohexyl) furan). The reagents and catalysts are Cl (HCl). Solvent: C(C)(=O)O (acetic acid). Reaction conditions: temperature 110 celsius. The product is OCCCC(C(CCC(C)(C)C)(F)F)=O (1-Hydroxy-5,5-difluoro-8,8-dimethyl-4-nonanone). As a reaction SMILES: O=C1[CH:6]([C:7](=[O:17])[C:8]([F:16])([F:15])[CH2:9][CH2:10][C:11]([CH3:14])([CH3:13])[CH3:12])[CH2:5][CH2:4][O:3]1>Cl.C(O)(=O)C>[OH:3][CH2:4][CH2:5][CH2:6][C:7](=[O:17])[C:8]([F:16])([F:15])[CH2:9][CH2:10][C:11]([CH3:12])([CH3:13])[CH3:14]. Procedure details: A 10 mL one neck round bottom flask, fitted with argon inlet, magnetic stirrer, and reflux condenser was charged with 1.0 mL glacial acetic acid, 4 drops of concentrated HCl and 200 mg(0.81 mM) of 2,3,4,5-tetrahydro-2-oxo-3-(5,5-di-methyl-2,2-difluoro-1-oxohexyl) furan. The reaction mixture was heated at 110° C. overnight under a blanket of argon. The reaction was extracted with ethyl ether, and the ether was cross washed with water, dried (anhydrous MgSO4), and solvent removed under reduced pre... Starting materials: C(C)(=O)C1=COC=C1 (3-acetylfuran), COC(N(C)C)OC (N,N-dimethylformamide dimethylacetal). The product is CN(C=CC(=O)C1=COC=C1)C (3-dimethylamino-1-(3-furyl)-2-propen-1-one). RXN SMILES: [C:1]([C:4]1[CH:8]=[CH:7][O:6][CH:5]=1)(=[O:3])[CH3:2].CO[CH:11](OC)[N:12]([CH3:14])[CH3:13]>>[CH3:11][N:12]([CH3:14])[CH:13]=[CH:2][C:1]([C:4]1[CH:8]=[CH:7][O:6][CH:5]=1)=[O:3]. Reported procedure: As in Example 1, Part A, 0.01 mol of 3-acetylfuran can be reacted with 0.02 mol of N,N-dimethylformamide dimethylacetal to produce 3-dimethylamino-1-(3-furyl)-2-propen-1-one. Starting materials: CC(C(=O)O)C1C(C(CO[SiH](C)C)C(C)(C)C)C(=O)N1CC(=O)OC(C)(C)C, CCN=C=NCCCN(C)C, CCOCC, Cl, C1CCOC1, O, Sc1ccccn1. Yields the product CC(C(=O)Sc1ccccn1)C1C(C(CO[SiH](C)C)C(C)(C)C)C(=O)N1CC(=O)OC(C)(C)C. As a reaction SMILES: [C:1]([CH3:2])([CH3:3])([CH3:4])[CH:5]([CH2:6][O:7][SiH:8]([CH3:9])[CH3:10])[CH:11]1[C:12](=[O:28])[N:13]([CH2:20][C:21](=[O:22])[O:23][C:24]([CH3:25])([CH3:26])[CH3:27])[CH:14]1[CH:15]([CH3:16])[C:17](=[O:18])[OH:19].[CH2:37]([N:38]=[C:39]=[N:40][CH2:41][CH2:42][CH2:43][N:44]([CH3:45])[CH3:46])[CH3:47].[CH3:53][CH2:54][O:55][CH2:56][CH3:57].[ClH:36].[O:48]1[CH2:49][CH2:50][CH2:51][CH2:52]1.[OH2:58].[SH:29][c:30]1[n:31][cH:32][cH:33][cH:34][cH:35]1>>[C:1]([CH3:2])([CH3:3])([CH3:4])[CH:5]([CH2:6][O:7][SiH:8]([CH3:9])[CH3:10])[CH:11]1[C:12](=[O:28])[N:13]([CH2:20][C:21](=[O:22])[O:23][C:24]([CH3:25])([CH3:26])[CH3:27])[CH:14]1[CH:15]([CH3:16])[C:17](=[O:18])[S:29][c:30]1[n:31][cH:32][cH:33][cH:34][cH:35]1. Reactants: C(C)(C)C=1C=CC(=C(C1)C1=CC=C(C(=N1)N[C@H](CO)C(C)C)[N+](=O)[O-])OC ((S)-2-(6-(5-Isopropyl-2-methoxyphenyl)-3-nitropyridin-2-ylamino)-3-methylbutan-1-ol), ClC1=CC=C(C(=N1)N[C@H](CO)C(C)C)[N+](=O)[O-] ((S)-2-(6-Chloro-3-nitropyridin-2-ylamino)-3-methylbutan-1-ol), C(C)(C)C=1C=CC(=C(C1)B(O)O)OC (5-isopropyl-2-methoxyphenylboronic acid), C([O-])([O-])=O.[K+].[K+] (potassium carbonate). Reagents/catalysts: [Pd].C1(=CC=CC=C1)P(C1=CC=CC=C1)C1=CC=CC=C1.C1(=CC=CC=C1)P(C1=CC=CC=C1)C1=CC=CC=C1.C1(=CC=CC=C1)P(C1=CC=CC=C1)C1=CC=CC=C1.C1(=CC=CC=C1)P(C1=CC=CC=C1)C1=CC=CC=C1 (tetrakis(triphenylphosphine) palladium(0)). Solvent: CN(C)C=O (DMF), O (water). Reaction conditions: temperature 85 celsius. Yields the product OC[C@H](C(C)C)N1C(NC=2C1=NC(=CC2)C2=C(C=CC(=C2)C(C)C)OC)=O ((S)-3-(1-HYDROXY-3-METHYLBUTAN-2-YL)-5-(5-ISOPROPYL-2-METHOXYPHENYL)-1H-IMIDAZO[4,5-B]PYRIDIN-2(3H)-ONE). Yield: 96.0%. RXN SMILES: [CH:1]([C:4]1[CH:5]=[CH:6][C:7]([O:26][CH3:27])=[C:8]([C:10]2[N:15]=[C:14]([NH:16][C@@H:17]([CH:20]([CH3:22])[CH3:21])[CH2:18][OH:19])[C:13]([N+:23]([O-])=O)=[CH:12][CH:11]=2)[CH:9]=1)([CH3:3])[CH3:2].ClC1N=C(N[C@@H](C(C)C)[CH2:37][OH:38])C([N+]([O-])=O)=CC=1.C(C1C=CC(OC)=C(B(O)O)C=1)(C)C.C(=O)([O-])[O-].[K+].[K+]>CN(C=O)C.O.[Pd].C1(P(C2C=CC=CC=2)C2C=CC=CC=2)C=CC=CC=1.C1(P(C2C=CC=CC=2)C2C=CC=CC=2)C=CC=CC=1.C1(P(C2C=CC=CC=2)C2C=CC=CC=2)C=CC=CC=1.C1(P(C2C=CC=CC=2)C2C=CC=CC=2)C=CC=CC=1>[OH:19][CH2:18][C@@H:17]([N:16]1[C:14]2=[N:15][C:10]([C:8]3[CH:9]=[C:4]([CH:1]([CH3:3])[CH3:2])[CH:5]=[CH:6][C:7]=3[O:26][CH3:27])=[CH:11][CH:12]=[C:13]2[NH:23][C:37]1=[O:38])[CH:20]([CH3:22])[CH3:21] |f:3.4.5,8.9.10.11.12|. Procedure: (S)-2-(6-(5-Isopropyl-2-methoxyphenyl)-3-nitropyridin-2-ylamino)-3-methylbutan-1-ol. To a solution of (S)-2-(6-Chloro-3-nitropyridin-2-ylamino)-3-methylbutan-1-ol (0.80 g, 3.08 mmol) and 5-isopropyl-2-methoxyphenylboronic acid (0.78 g, 4.00 mmol) in DMF (50 mL) was added potassium carbonate (1.7 g, 12.3 mmol) in water (8 mL). The reaction solution was purged with a stream of nitrogen followed by the addition of tetrakis(triphenylphosphine) palladium(0) (0.358 g, 0.308 mmol). After heating at 85°... Starting materials: CC(C)(C)[Si](C)(C)OCCCBr, O=C([O-])[O-], CN(C)C=O, [Cl-], COc1cc([N+](=O)[O-])c(F)cc1O, [K+], [K+], [NH4+]. Product: COc1cc([N+](=O)[O-])c(F)cc1OCCCO[Si](C)(C)C(C)(C)C. Reaction SMILES: [Br:14][CH2:15][CH2:16][CH2:17][O:18][Si:19]([CH3:20])([CH3:21])[C:22]([CH3:23])([CH3:24])[CH3:25].[C:26](=[O:27])([O-:28])[O-:29].[CH3:34][N:35]([CH3:36])[CH:37]=[O:38].[Cl-:32].[F:1][c:2]1[c:3]([N+:11](=[O:12])[O-:13])[cH:4][c:5]([O:9][CH3:10])[c:6]([OH:8])[cH:7]1.[K+:30].[K+:31].[NH4+:33]>>[F:1][c:2]1[c:3]([N+:11](=[O:12])[O-:13])[cH:4][c:5]([O:9][CH3:10])[c:6]([O:8][CH2:15][CH2:16][CH2:17][O:18][Si:19]([CH3:20])([CH3:21])[C:22]([CH3:23])([CH3:24])[CH3:25])[cH:7]1. Reactants: FC=1C=2N(C=CC1C(F)(F)F)C=CN2 (8-Fluoro-7-trifluoromethylimidazo[1,2-α]pyridine), BrC=1C=CC(=C(C1)N1C(CCC1)=O)F (1-(5-bromo-2-fluorophenyl)pyrrolidin-2-one). The product is FC1=C(C=C(C=C1)C1=CN=C2N1C=CC(=C2F)C(F)(F)F)N2C(CCC2)=O (1-[2-fluoro-5-(8-fluoro-7-trifluoromethylimidazo[1,2-α]pyridin-3-yl)-phenyl]pyrrolidin-2-one). Isolated yield 24.0%. Reaction SMILES: [F:1][C:2]1[C:3]2[N:4]([CH:12]=[CH:13][N:14]=2)[CH:5]=[CH:6][C:7]=1[C:8]([F:11])([F:10])[F:9].Br[C:16]1[CH:17]=[CH:18][C:19]([F:28])=[C:20]([N:22]2[CH2:26][CH2:25][CH2:24][C:23]2=[O:27])[CH:21]=1>>[F:28][C:19]1[CH:18]=[CH:17][C:16]([C:12]2[N:4]3[CH:5]=[CH:6][C:7]([C:8]([F:9])([F:10])[F:11])=[C:2]([F:1])[C:3]3=[N:14][CH:13]=2)=[CH:21][C:20]=1[N:22]1[CH2:26][CH2:25][CH2:24][C:23]1=[O:27]. Procedure: 8-Fluoro-7-trifluoromethylimidazo[1,2-α]pyridine was coupled to 1-(5-bromo-2-fluorophenyl)pyrrolidin-2-one as described in Example 6 to give 1-[2-fluoro-5-(8-fluoro-7-trifluoromethylimidazo[1,2-α]pyridin-3-yl)-phenyl]pyrrolidin-2-one as a white solid (90 mg, 24%): m/z (ES+) 382 [MH+]. Reactants: COC(C)(C)c1ccccc1, [O-]O, CC(C)c1ccccc1. Yields the product CC(C)(OOC(C)(C)c1ccccc1)c1ccccc1. As a reaction SMILES: [C:1]([CH3:2])([CH3:3])([c:4]1[cH:5][cH:6][cH:7][cH:8][cH:9]1)[O:10][CH3:11].[O-:12][OH:13].[c:14]1([CH:20]([CH3:21])[CH3:22])[cH:15][cH:16][cH:17][cH:18][cH:19]1>>[C:1]([CH3:2])([CH3:3])([c:4]1[cH:5][cH:6][cH:7][cH:8][cH:9]1)[O:10][O:12][C:20]([c:14]1[cH:15][cH:16][cH:17][cH:18][cH:19]1)([CH3:21])[CH3:22]. The reactants are O=C([O-])[O-], CCCCI, Clc1nsnc1-c1cccnc1, [K+], [K+], [Na], CN(C)C=O, O, S. Yields the product CCCCSc1nsnc1-c1cccnc1. RXN SMILES: [C:15](=[O:16])([O-:17])[O-:18].[CH2:21]([CH2:22][CH2:23][CH3:24])[I:25].[Cl:3][c:4]1[n:5][s:6][n:7][c:8]1-[c:9]1[cH:10][n:11][cH:12][cH:13][cH:14]1.[K+:19].[K+:20].[Na:2].[O:26]=[CH:27][N:28]([CH3:29])[CH3:30].[OH2:31].[SH2:1]>>[S:1]([c:4]1[n:5][s:6][n:7][c:8]1-[c:9]1[cH:10][n:11][cH:12][cH:13][cH:14]1)[CH2:21][CH2:22][CH2:23][CH3:24]. Product: COC=1C=C2C(=NC=NC2=CC1OC)N1CCC(CC1)CCN1S(N=CC=C1)(=O)=O (1-(6,7-dimethoxyquinazolin-4-yl)-4-[2-(1,1-dioxo-1,2,6-thiadiazin-2-yl)ethyl]piperidine). Run in CN(C=O)C (dimethylformamide). Reactants: [H-].[Na+] (Sodium hydride), S1(NC=CC=N1)(=O)=O (2H-1,2,6-thiadiazine-1,1-dioxide), COC=1C=C2C(=NC=NC2=CC1OC)N1CCC(CC1)CCBr (1-(6.7-dimethoxyquinazolin-4-yl)-4-(2-bromoethyl)piperidine). Procedure: Sodium hydride (0.19 g. of a 50% dispersion in oil) was added to a stirred solution of 2H-1,2,6-thiadiazine-1,1-dioxide (0.52 g) in dimethylformamide (4 cm3). After 0.5 hours 1-(6.7-dimethoxyquinazolin-4-yl)-4-(2-bromoethyl)piperidine (0.60 g) was added and the mixture was warmed at 70° for 10 hours. The solvent was removed in vacuo, water was added and the mixture was extracted with chloroform (4×20 cm3). The dried (MgSO4) extracts were evaporated and the residue was chromatographed on silica (... Reaction SMILES: [H-].[Na+].[S:3]1(=[O:10])(=[O:9])[N:8]=[CH:7][CH:6]=[CH:5][NH:4]1.[CH3:11][O:12][C:13]1[CH:14]=[C:15]2[C:20](=[CH:21][C:22]=1[O:23][CH3:24])[N:19]=[CH:18][N:17]=[C:16]2[N:25]1[CH2:30][CH2:29][CH:28]([CH2:31][CH2:32]Br)[CH2:27][CH2:26]1>CN(C)C=O>[CH3:11][O:12][C:13]1[CH:14]=[C:15]2[C:20](=[CH:21][C:22]=1[O:23][CH3:24])[N:19]=[CH:18][N:17]=[C:16]2[N:25]1[CH2:30][CH2:29][CH:28]([CH2:31][CH2:32][N:8]2[CH:7]=[CH:6][CH:5]=[N:4][S:3]2(=[O:10])=[O:9])[CH2:27][CH2:26]1 |f:0.1|.